Dataset: the Open Reaction Database (ORD), a public repository of structured organic reaction records. Task: describe an organic reaction: reactants, conditions, products, and yield Starting materials: COC(=O)Cn1cc(-c2cccc3nc(Nc4ccc(OCCN5CCCC5)cc4)nn23)cn1, CO, [Na+], [OH-]. The product is O=C(O)Cn1cc(-c2cccc3nc(Nc4ccc(OCCN5CCCC5)cc4)nn23)cn1. As a reaction SMILES: [CH3:1][O:2][C:3]([CH2:4][n:5]1[n:6][cH:7][c:8](-[c:10]2[cH:11][cH:12][cH:13][c:14]3[n:15]2[n:16][c:17]([NH:19][c:20]2[cH:21][cH:22][c:23]([O:26][CH2:27][CH2:28][N:29]4[CH2:30][CH2:31][CH2:32][CH2:33]4)[cH:24][cH:25]2)[n:18]3)[cH:9]1)=[O:34].[CH3:37][OH:38].[Na+:36].[OH-:35]>>[O:2]=[C:3]([CH2:4][n:5]1[n:6][cH:7][c:8](-[c:10]2[cH:11][cH:12][cH:13][c:14]3[n:15]2[n:16][c:17]([NH:19][c:20]2[cH:21][cH:22][c:23]([O:26][CH2:27][CH2:28][N:29]4[CH2:30][CH2:31][CH2:32][CH2:33]4)[cH:24][cH:25]2)[n:18]3)[cH:9]1)[OH:34].